This data is from the Open Reaction Database (ORD), a public repository of structured organic reaction records. The task is: describe an organic reaction: reactants, conditions, products, and yield Starting materials: FC=1C=NC(=NC1)C=1C(=NC(=NC1OC)S(=O)(=O)C)N[C@@H]1CN(CCC1)C(=O)OC(C)(C)C ((S)-tert-butyl 3-((5-fluoro-6′-methoxy-2′-(methylsulfonyl)-[2,5′-bipyrimidin]-4′-yl)amino)piperidine-1-carboxylate), N1CCOCC1 (morpholine). Solvent: CC#N (MeCN). Reaction conditions: temperature 100 celsius. The product is FC=1C=NC(=NC1)C=1C(=NC(=NC1OC)N1CCOCC1)N[C@H]1CN(CCC1)C(=O)OC(C)(C)C ((R)-tert-butyl 3-((5-fluoro-6′-methoxy-2′-morpholino-[2,5′-bipyrimidin]-4′-yl)amino)piperidine-1-carboxylate). Reaction SMILES: [F:1][C:2]1[CH:3]=[N:4][C:5]([C:8]2[C:9]([NH:20][C@H:21]3[CH2:26][CH2:25][CH2:24][N:23]([C:27]([O:29][C:30]([CH3:33])([CH3:32])[CH3:31])=[O:28])[CH2:22]3)=[N:10][C:11](S(C)(=O)=O)=[N:12][C:13]=2[O:14][CH3:15])=[N:6][CH:7]=1.[NH:34]1[CH2:39][CH2:38][O:37][CH2:36][CH2:35]1>CC#N>[F:1][C:2]1[CH:3]=[N:4][C:5]([C:8]2[C:9]([NH:20][C@@H:21]3[CH2:26][CH2:25][CH2:24][N:23]([C:27]([O:29][C:30]([CH3:33])([CH3:32])[CH3:31])=[O:28])[CH2:22]3)=[N:10][C:11]([N:34]3[CH2:39][CH2:38][O:37][CH2:36][CH2:35]3)=[N:12][C:13]=2[O:14][CH3:15])=[N:6][CH:7]=1. Procedure details: To (S)-tert-butyl 3-((5-fluoro-6′-methoxy-2′-(methylsulfonyl)-[2,5′-bipyrimidin]-4′-yl)amino)piperidine-1-carboxylate (0.05 g, 0.104 mmol) in MeCN (3.5 mL) was added morpholine (0.027 ml, 0.311 mmol) in a pressure tube. The reaction was heated to 100° C. for 18 h. Upon completion of the reaction, the solvent was removed and reaction was purified via column chromatography (0-50% EtOAc/Hex) to afford the desired product as a white solid. MS (m/z)=490 (M+H). Reactants: ClC1=C2C(=NC=C1[N+](=O)[O-])C=CS2 (7-chloro-6-nitrothieno[3,2-b]pyridine), N (ammonia). Procedure details: To a suspension of 2.55 g of 7-chloro-6-nitrothieno[3,2-b]pyridine 15 in 130 ml of 2-propanol is introduced excess anhydrous ammonia at 45° C. (bath temperature) during 4 hours and the mixture is evaporated in vacuo. The residue is suspended in water, collected by filtration, and then washed with water and ether to give 2.30 g (99%) of Compound 16. An analytical sample is recrystallized from chloroform methanol, affording yellow crystals melting at 266°-268.5° C. The product is NC1=C2C(=NC=C1[N+](=O)[O-])C=CS2 (7-Amino-6-nitrothieno[3,2-b]pyridine). The yield is 99.0%. The solvent is CC(C)O (2-propanol). Reaction SMILES: Cl[C:2]1[C:7]([N+:8]([O-:10])=[O:9])=[CH:6][N:5]=[C:4]2[CH:11]=[CH:12][S:13][C:3]=12.[NH3:14]>CC(O)C>[NH2:14][C:2]1[C:7]([N+:8]([O-:10])=[O:9])=[CH:6][N:5]=[C:4]2[CH:11]=[CH:12][S:13][C:3]=12. Reactants: NC1=NC=CC=C1OCCCCCl (2-amino-3-(4-chlorobutyloxy)pyridine), [Na].S1C(NC(C1)=O)=O (thiazolidine-2,4-dione sodium salt), [I-].[Na+] (sodium iodide). The product is NC1=NC=CC=C1OCCCCN1C(SCC1=O)=O (3-[4-(2-aminopyridin-3-yloxy)butyl]-thiazolidine-2,4-dione). Reaction SMILES: [NH2:1][C:2]1[C:7]([O:8][CH2:9][CH2:10][CH2:11][CH2:12]Cl)=[CH:6][CH:5]=[CH:4][N:3]=1.[Na].[S:15]1[CH2:19][C:18](=[O:20])[NH:17][C:16]1=[O:21].[I-].[Na+]>>[NH2:1][C:2]1[C:7]([O:8][CH2:9][CH2:10][CH2:11][CH2:12][N:17]2[C:18](=[O:20])[CH2:19][S:15][C:16]2=[O:21])=[CH:6][CH:5]=[CH:4][N:3]=1 |f:1.2,3.4,^1:13|. Reported procedure: Using 10.06 g (50 mmol) of 2-amino-3-(4-chlorobutyloxy)pyridine, 6.97 g (50 mmol) of thiazolidine-2,4-dione sodium salt and 7.49 g (50 mmol) of sodium iodide, the same procedure as in Reference Example 11 was followed, to yield 9.53 g (67.8%, light yellow oily substance) of the desired product. Procedure details: Following a procedure analogous to the procedure described in Example 1 using N-{3-[5-(2-chloro-4-pyrimidinyl)-2-(4-morpholinyl)-1,3-thiazol-4-yl]-2-fluorophenyl}-2,6-difluorobenzenesulfonamide (150 mg, 0.264 mmol) and 3-(methylthio)-1-propanamine (300 mg, 2.85 mmol), the title compound was obtained as a crude yellow foam and used directly in the next step. MS (ESI): 637.2 [M+H]+. Reaction SMILES: Cl[C:2]1[N:7]=[C:6]([C:8]2[S:12][C:11]([N:13]3[CH2:18][CH2:17][O:16][CH2:15][CH2:14]3)=[N:10][C:9]=2[C:19]2[C:20]([F:37])=[C:21]([NH:25][S:26]([C:29]3[C:34]([F:35])=[CH:33][CH:32]=[CH:31][C:30]=3[F:36])(=[O:28])=[O:27])[CH:22]=[CH:23][CH:24]=2)[CH:5]=[CH:4][N:3]=1.[CH3:38][S:39][CH2:40][CH2:41][CH2:42][NH2:43]>>[F:36][C:30]1[CH:31]=[CH:32][CH:33]=[C:34]([F:35])[C:29]=1[S:26]([NH:25][C:21]1[CH:22]=[CH:23][CH:24]=[C:19]([C:9]2[N:10]=[C:11]([N:13]3[CH2:18][CH2:17][O:16][CH2:15][CH2:14]3)[S:12][C:8]=2[C:6]2[CH:5]=[CH:4][N:3]=[C:2]([NH:43][CH2:42][CH2:41][CH2:40][S:39][CH3:38])[N:7]=2)[C:20]=1[F:37])(=[O:28])=[O:27]. Product: FC1=C(C(=CC=C1)F)S(=O)(=O)NC1=C(C(=CC=C1)C=1N=C(SC1C1=NC(=NC=C1)NCCCSC)N1CCOCC1)F (2,6-Difluoro-N-{2-fluoro-3-[5-(2-{[3-(methylthio)propyl]amino}-4-pyrimidinyl)-2-(4-morpholinyl)-1,3-thiazol-4-yl]phenyl}benzenesulfonamide). Reactants: ClC1=NC=CC(=N1)C1=C(N=C(S1)N1CCOCC1)C=1C(=C(C=CC1)NS(=O)(=O)C1=C(C=CC=C1F)F)F (N-{3-[5-(2-chloro-4-pyrimidinyl)-2-(4-morpholinyl)-1,3-thiazol-4-yl]-2-fluorophenyl}-2,6-difluorobenzenesulfonamide), CSCCCN (3-(methylthio)-1-propanamine). The reactants are C(CCCCCC)C1(OCCO1)CCCCCC/C=C/[C@@H]([C@](C(=O)OC(C)(C)C)(CCOC)O)C(=O)N1C(OC([C@@H]1C(C)C)(C1=CC=CC=C1)C1=CC=CC=C1)=S (tert-butyl (E)-(2S,3S)-11-(2-heptyl-[1,3]dioxolan-2-yl)-2-hydroxy-3-((S)-4-isopropyl-5,5-diphenyl-2-thioxo-oxazolidine-3-carbonyl)-2-(2-methoxy-ethyl)-undec-4-enoate), N[C@H](C(=O)OC)CC1=CC=C(C=C1)OCCCC (methyl (S)-2-amino-3-(4-butoxy-phenyl)-propionate). The solvent is ClCCl (dichloromethane). Product: C(CCC)OC1=CC=C(C=C1)C[C@@H](C(=O)OC)NC(=O)[C@H]([C@](C(=O)OC(C)(C)C)(CCOC)O)\C=C\CCCCCCC1(OCCO1)CCCCCCC (tert-butyl (E)-(2S,3S)-3-[(S)-2-(4-butoxy-phenyl)-1-methoxycarbonyl-ethylcarbamoyl]-11-(2-heptyl-[1,3]dioxolan-2-yl)-2-hydroxy-2-(2-methoxy-ethyl)-undec-4-enoate). Yield: 79.0%. Reaction SMILES: [CH2:1]([C:8]1([CH2:13][CH2:14][CH2:15][CH2:16][CH2:17][CH2:18]/[CH:19]=[CH:20]/[C@H:21]([C:35](N2[C@@H](C(C)C)C(C3C=CC=CC=3)(C3C=CC=CC=3)OC2=S)=[O:36])[C@@:22]([OH:34])([CH2:30][CH2:31][O:32][CH3:33])[C:23]([O:25][C:26]([CH3:29])([CH3:28])[CH3:27])=[O:24])[O:12][CH2:11][CH2:10][O:9]1)[CH2:2][CH2:3][CH2:4][CH2:5][CH2:6][CH3:7].[NH2:58][C@@H:59]([CH2:64][C:65]1[CH:70]=[CH:69][C:68]([O:71][CH2:72][CH2:73][CH2:74][CH3:75])=[CH:67][CH:66]=1)[C:60]([O:62][CH3:63])=[O:61]>ClCCl>[CH2:72]([O:71][C:68]1[CH:67]=[CH:66][C:65]([CH2:64][C@H:59]([NH:58][C:35]([C@@H:21](/[CH:20]=[CH:19]/[CH2:18][CH2:17][CH2:16][CH2:15][CH2:14][CH2:13][C:8]2([CH2:1][CH2:2][CH2:3][CH2:4][CH2:5][CH2:6][CH3:7])[O:9][CH2:10][CH2:11][O:12]2)[C@@:22]([OH:34])([CH2:30][CH2:31][O:32][CH3:33])[C:23]([O:25][C:26]([CH3:29])([CH3:28])[CH3:27])=[O:24])=[O:36])[C:60]([O:62][CH3:63])=[O:61])=[CH:70][CH:69]=1)[CH2:73][CH2:74][CH3:75]. Reported procedure: No. 6801291, tert-butyl (E)-(2S,3S)-11-(2-heptyl-[1,3]dioxolan-2-yl)-2-hydroxy-3-((S)-4-isopropyl-5,5-diphenyl-2-thioxo-oxazolidine-3-carbonyl)-2-(2-methoxy-ethyl)-undec-4-enoate (26.96 g, 35.84 mmol) and methyl (S)-2-amino-3-(4-butoxy-phenyl)-propionate were dissolved in dichloromethane, and the solvent was distilled off under reduced pressure. The resulting mixture was reacted at 50° C. for 2 days. After confirming the consumption of the starting materials by LCMS, n-hexane was added, and whit... Reactants: BrCCBr, CC(C)(CCl)c1ccccc1, I, [Mg], O=C=O, C1CCOC1. The product is CC(C)(CC(=O)O)c1ccccc1. RXN SMILES: [Br:14][CH2:15][CH2:16][Br:17].[CH2:2]([C:3]([CH3:4])([CH3:5])[c:6]1[cH:7][cH:8][cH:9][cH:10][cH:11]1)[Cl:12].[I:13].[Mg:1].[O:18]=[C:19]=[O:20].[O:21]1[CH2:22][CH2:23][CH2:24][CH2:25]1>>[CH2:2]([C:3]([CH3:4])([CH3:5])[c:6]1[cH:7][cH:8][cH:9][cH:10][cH:11]1)[C:19](=[O:18])[OH:20]. Reactants: C(C=CC1=CC=CC=C1)(=O)O (cinnamic acid), [OH-].[Na+] (sodium hydroxide), [Cl-].[Eu+3].[Cl-].[Cl-] (europium chloride). Solvent: resultant solution, O (water). Yields the product C(C=CC1=CC=CC=C1)(=O)[O-].[Eu+3].C(C=CC1=CC=CC=C1)(=O)[O-].C(C=CC1=CC=CC=C1)(=O)[O-] (europium cinnamate). As a reaction SMILES: [OH-].[Na+].[C:3]([OH:13])(=[O:12])[CH:4]=[CH:5][C:6]1[CH:11]=[CH:10][CH:9]=[CH:8][CH:7]=1.[Cl-].[Eu+3:15].[Cl-].[Cl-]>O>[C:3]([O-:13])(=[O:12])[CH:4]=[CH:5][C:6]1[CH:7]=[CH:8][CH:9]=[CH:10][CH:11]=1.[Eu+3:15].[C:3]([O-:13])(=[O:12])[CH:4]=[CH:5][C:6]1[CH:7]=[CH:8][CH:9]=[CH:10][CH:11]=1.[C:3]([O-:13])(=[O:12])[CH:4]=[CH:5][C:6]1[CH:7]=[CH:8][CH:9]=[CH:10][CH:11]=1 |f:0.1,3.4.5.6,8.9.10.11|. Procedure details: Then a sodium cinnamate aqueous solution obtained in advance by dissolving 1.64 g of sodium hydroxide in 300 ml of purified water and thereafter dissolving 6.06 g of cinnamic acid (purity 99.9%, conjugate number 4) thoroughly in the resultant solution was gradually added with continued stirring into the aforementioned aqueous europium chloride solution. Consequently, a white salt of europium cinnamate was produced in the form of a precipitate. Thereafter, the reaction solution was adjusted to pH... The reactants are [Al+3], CCCCc1ccc(CNC(=O)CCCC[Si](C)(C)C)cc1, [H-], [H-], [H-], [H-], [Li+], [Na+], [Na+], C1CCOC1, O, O, O, O, O, O, O, O, O, O, O=S(=O)([O-])[O-]. Yields the product CCCCc1ccc(CNCCCCC[Si](C)(C)C)cc1. As a reaction SMILES: [Al+3:2].[CH2:7]([CH2:8][CH2:9][CH3:10])[c:11]1[cH:12][cH:13][c:14]([CH2:17][NH:18][C:19]([CH2:20][CH2:21][CH2:22][CH2:23][Si:24]([CH3:25])([CH3:26])[CH3:27])=[O:28])[cH:15][cH:16]1.[H-:1].[H-:4].[H-:5].[H-:6].[Li+:3].[Na+:44].[Na+:45].[O:46]1[CH2:47][CH2:48][CH2:49][CH2:50]1.[OH2:29].[OH2:30].[OH2:31].[OH2:32].[OH2:33].[OH2:34].[OH2:35].[OH2:36].[OH2:37].[OH2:38].[S:39]([O-:40])([O-:41])(=[O:42])=[O:43]>>[CH2:7]([CH2:8][CH2:9][CH3:10])[c:11]1[cH:12][cH:13][c:14]([CH2:17][NH:18][CH2:19][CH2:20][CH2:21][CH2:22][CH2:23][Si:24]([CH3:25])([CH3:26])[CH3:27])[cH:15][cH:16]1.